From a dataset of the Open Reaction Database (ORD), a public repository of structured organic reaction records. describe an organic reaction: reactants, conditions, products, and yield Starting materials: COC(C(CC1=CC=C(C=C1)CO)Cl)=O (2-chloro-3-(4-hydroxymethyl-phenyl)-propionic acid methyl ester), NC1=CC=C(C=C1)CCO (2-(4-amino phenyl)ethanol), ClC(COC(C=C)=O)(Cl)Cl (acrylic acid 2,2,2-trichloroethylester). Procedure: The title compound was prepared from 2-(4-amino phenyl)ethanol (6.68 g, 48.7 mmol) and commercially available acrylic acid 2,2,2-trichloroethylester (19.82 g, 97.44 mmol) in the same manner as described for 2-chloro-3-(4-hydroxymethyl-phenyl)-propionic acid methyl ester. The crude product was purified by repeated flash chromatography using DCM/MeOH 95:5 as the eluent and the product was obtained as an oil (1.87 g, 10.7%). 1H NMR (300 MHz, CDCl3): δ 7.15-7.29 (m, 4H), 4.54-4.59 (t, 1H), 3.82-3.85... Product: ClC(COC(C(CC1=CC=C(C=C1)CCO)Cl)=O)(Cl)Cl (2-Chloro-3-[4-(2-hydroxy-ethyl)-phenyl]-propionic acid 2,2,2-trichloro-ethyl ester), oil. Isolated yield 10.7%. Reaction SMILES: N[C:2]1[CH:7]=[CH:6][C:5]([CH2:8][CH2:9][OH:10])=[CH:4][CH:3]=1.[Cl:11][C:12]([Cl:20])([Cl:19])[CH2:13][O:14][C:15](=[O:18])[CH:16]=[CH2:17].COC(=O)C([Cl:34])CC1C=CC(CO)=CC=1>>[Cl:11][C:12]([Cl:20])([Cl:19])[CH2:13][O:14][C:15](=[O:18])[CH:16]([Cl:34])[CH2:17][C:2]1[CH:7]=[CH:6][C:5]([CH2:8][CH2:9][OH:10])=[CH:4][CH:3]=1.